This data is from the Open Reaction Database (ORD), a public repository of structured organic reaction records. The task is: describe an organic reaction: reactants, conditions, products, and yield The reactants are CN(C)C=O, CC(C)c1cccc(C(C)C)c1N=C=O, Cn1c(COc2ccc(CC3SC(=O)NC3=O)cc2)nc2ccc(Oc3ccc4cccc(N)c4c3)cc21. Yields the product CC(C)c1cccc(C(C)C)c1NC(=O)Nc1cccc2ccc(Oc3ccc4nc(COc5ccc(CC6SC(=O)NC6=O)cc5)n(C)c4c3)cc12. As a reaction SMILES: [CH3:54][N:55]([CH3:56])[CH:57]=[O:58].[CH:39]([CH3:40])([CH3:41])[c:42]1[c:43]([N:51]=[C:52]=[O:53])[c:44]([CH:48]([CH3:49])[CH3:50])[cH:45][cH:46][cH:47]1.[NH2:1][c:2]1[cH:3][cH:4][cH:5][c:6]2[cH:7][cH:8][c:9]([O:12][c:13]3[cH:14][cH:15][c:16]4[c:17]([n:18]([CH3:37])[c:19]([CH2:21][O:22][c:23]5[cH:24][cH:25][c:26]([CH2:27][CH:28]6[C:29](=[O:34])[NH:30][C:31](=[O:33])[S:32]6)[cH:35][cH:36]5)[n:20]4)[cH:38]3)[cH:10][c:11]12>>[NH:1]([c:2]1[cH:3][cH:4][cH:5][c:6]2[cH:7][cH:8][c:9]([O:12][c:13]3[cH:14][cH:15][c:16]4[c:17]([n:18]([CH3:37])[c:19]([CH2:21][O:22][c:23]5[cH:24][cH:25][c:26]([CH2:27][CH:28]6[C:29](=[O:34])[NH:30][C:31](=[O:33])[S:32]6)[cH:35][cH:36]5)[n:20]4)[cH:38]3)[cH:10][c:11]12)[C:52]([NH:51][c:43]1[c:42]([CH:39]([CH3:40])[CH3:41])[cH:47][cH:46][cH:45][c:44]1[CH:48]([CH3:49])[CH3:50])=[O:53]. Starting materials: C=CCBr, CC(C)=O, COC(=O)c1ccc(C=O)c(O)c1, [K+], [K+], O=C([O-])[O-]. Yields the product C=CCOc1cc(C(=O)OC)ccc1C=O. RXN SMILES: [CH2:20]([CH:21]=[CH2:22])[Br:23].[CH3:24][C:25](=[O:26])[CH3:27].[CH:1](=[O:2])[c:3]1[c:4]([OH:13])[cH:5][c:6]([C:7](=[O:8])[O:9][CH3:10])[cH:11][cH:12]1.[K+:14].[K+:15].[O-:16][C:17]([O-:18])=[O:19]>>[CH:1](=[O:2])[c:3]1[c:4]([O:13][CH2:22][CH:21]=[CH2:20])[cH:5][c:6]([C:7](=[O:8])[O:9][CH3:10])[cH:11][cH:12]1. Starting materials: FC=1C(=C(C(=CC1)[N+](=O)[O-])NC1=CC=CC=C1)OC ((3-fluoro-2-methoxy-6-nitrophenyl)phenylamine). The reagents and catalysts are [Pd] (palladium on carbon). Run in CCOC(=O)C (EtOAc). Conditions: time 4 hour. Product: FC=1C(=C(C(=CC1)N)NC1=CC=CC=C1)OC (4-Fluoro-3-methoxy-N2-phenylbenzene-1,2-diamine). RXN SMILES: [F:1][C:2]1[C:3]([O:18][CH3:19])=[C:4]([NH:11][C:12]2[CH:17]=[CH:16][CH:15]=[CH:14][CH:13]=2)[C:5]([N+:8]([O-])=O)=[CH:6][CH:7]=1>CCOC(C)=O.[Pd]>[F:1][C:2]1[C:3]([O:18][CH3:19])=[C:4]([NH:11][C:12]2[CH:17]=[CH:16][CH:15]=[CH:14][CH:13]=2)[C:5]([NH2:8])=[CH:6][CH:7]=1. Procedure details: To a solution of (3-fluoro-2-methoxy-6-nitrophenyl)phenylamine (322 mg, 1.2 mmol) in EtOAc (5 mL) was added palladium on carbon (30 mg, 10% by wt) and the reaction mixture stirred at RT under an atmosphere of hydrogen for 4 hours. The reaction mixture was filtered and the filtrate concentrated in vacuo to give the title compound as a white solid which darkened to red on standing (284 mg, 100%). 1H NMR 400 MHz δ (CDCl3): 7.24-7.18 (2H, m), 6.88-6.78 (2H, m), 6.71-6.66 (2H, m), 6.43 (1H, dd, J=9.0... The reactants are CC1([C@H](C1)C(=O)N)C ((S)-2,2-dimethyl-cyclopropanecarboxylic acid amide), [H-].[H-].[H-].[H-].[Li+].[Al+3] (LiAlH4), COC(CC(C)=O)=O (3-oxo-butyric acid methyl ester), N[C@H]1[C@@H](CCCC1)O ((1R,2R)-2-amino-cyclohexanol), BrCC(=O)C1=C(C=CC(=C1)Cl)F (2-bromo-1-(5-chloro-2-fluoro-phenyl)-ethanone), C—(S)-(2,2-dimethyl-cyclopropyl)-methylamine, R3—(CH2)m—NH2. The product is O[C@H]1[C@@H](CCCC1)NC(=O)C1=C(N(C(=C1)C1=C(C=CC(=C1)Cl)F)C[C@@H]1C(C1)(C)C)C (5-(5-Chloro-2-fluoro-phenyl)-1-((S)-2,2-dimethyl-cyclopropylmethyl)-2-methyl-1H-pyrrole-3-carboxylic acid ((1R,2R)-2-hydroxy-cyclohexyl)-amide). RXN SMILES: CO[C:3](=[O:8])[CH2:4][C:5](=O)[CH3:6].Br[CH2:10][C:11]([C:13]1[CH:18]=[C:17]([Cl:19])[CH:16]=[CH:15][C:14]=1[F:20])=O.[CH3:21][C:22]1([CH3:28])[CH2:24][C@@H:23]1[C:25]([NH2:27])=O.[H-].[H-].[H-].[H-].[Li+].[Al+3].[NH2:35][C@@H:36]1[CH2:41][CH2:40][CH2:39][CH2:38][C@H:37]1[OH:42]>>[OH:42][C@@H:37]1[CH2:38][CH2:39][CH2:40][CH2:41][C@H:36]1[NH:35][C:3]([C:4]1[CH:10]=[C:11]([C:13]2[CH:18]=[C:17]([Cl:19])[CH:16]=[CH:15][C:14]=2[F:20])[N:27]([CH2:25][C@H:23]2[CH2:24][C:22]2([CH3:28])[CH3:21])[C:5]=1[CH3:6])=[O:8] |f:3.4.5.6.7.8|. Procedure: The title compound was synthesized in analogy to Example 68, using 3-oxo-butyric acid methyl ester as compound of formula R, 2-bromo-1-(5-chloro-2-fluoro-phenyl)-ethanone as compound of formula S, C—(S)-(2,2-dimethyl-cyclopropyl)-methylamine (prepared from (S)-2,2-dimethyl-cyclopropanecarboxylic acid amide by reduction with LiAlH4 according to the procedure described by Saski et al. J. Org. Chem. 1971, 36, 1968-1971) as R3—(CH2)m—NH2 and (1R,2R)-2-amino-cyclohexanol as R1R2NH, MS (ISP) 433.4 (M+... The reactants are N#CCBr, Cc1ccc(Nc2cc(N(O[SiH](C)C)c3ccc(C(C)(C)C)cc3)ncn2)c(Br)c1, [H-], [Na+]. The product is Cc1ccc(N(CC#N)c2cc(N(O[SiH](C)C)c3ccc(C(C)(C)C)cc3)ncn2)c(Br)c1. Reaction SMILES: [Br:33][CH2:34][C:35]#[N:36].[C:1]([CH3:2])([CH3:3])([CH3:4])[c:5]1[cH:6][cH:7][c:8]([N:9]([c:10]2[n:11][cH:12][n:13][c:14]([NH:16][c:17]3[c:18]([Br:24])[cH:19][c:20]([CH3:23])[cH:21][cH:22]3)[cH:15]2)[O:25][SiH:26]([CH3:27])[CH3:28])[cH:29][cH:30]1.[H-:31].[Na+:32]>>[C:1]([CH3:2])([CH3:3])([CH3:4])[c:5]1[cH:6][cH:7][c:8]([N:9]([c:10]2[n:11][cH:12][n:13][c:14]([N:16]([c:17]3[c:18]([Br:24])[cH:19][c:20]([CH3:23])[cH:21][cH:22]3)[CH2:34][C:35]#[N:36])[cH:15]2)[O:25][SiH:26]([CH3:27])[CH3:28])[cH:29][cH:30]1. The reactants are ClC=1C=C(C=CC1)C1(CCC(C2CN(CC12)C(=O)OC=C)=O)C1=CC(=CC=C1)Cl ((3aRS,7aRS)-7,7-bis-(3-chlorophenyl)-2-vinyloxycarbonyl-4-perhydroisoindolone), solution, Cl (hydrochloric acid). The solvent is O1CCOCC1 (dioxane), C(C)(C)OC(C)C (isopropyl ether). Run at temperature 60 celsius, time 6 hour. Product: Cl.ClC=1C=C(C=CC1)C1(CCC(C2CNCC12)=O)C1=CC(=CC=C1)Cl (7,7-bis-(3-chlorophenyl)-4-perhydroisoindolone hydrochloride). Yield: 144.6%. Reaction SMILES: [Cl:1][C:2]1[CH:3]=[C:4]([C:8]2([C:23]3[CH:28]=[CH:27][CH:26]=[C:25]([Cl:29])[CH:24]=3)[CH:16]3[CH:12]([CH2:13][N:14](C(OC=C)=O)[CH2:15]3)[C:11](=[O:22])[CH2:10][CH2:9]2)[CH:5]=[CH:6][CH:7]=1.Cl>O1CCOCC1.C(OC(C)C)(C)C>[ClH:1].[Cl:29][C:25]1[CH:24]=[C:23]([C:8]2([C:4]3[CH:5]=[CH:6][CH:7]=[C:2]([Cl:1])[CH:3]=3)[CH:16]3[CH:12]([CH2:13][NH:14][CH2:15]3)[C:11](=[O:22])[CH2:10][CH2:9]2)[CH:28]=[CH:27][CH:26]=1 |f:4.5|. Procedure details: (3aRS,7aRS)-7,7-bis-(3-chlorophenyl)-2-vinyloxycarbonyl-4-perhydroisoindolone (1.5 g) is treated with a 6N solution (7.4 cc) of hydrochloric acid in dioxane for 2 hours at 25° C. The solution is concentrated to dryness under reduced pressure (2.7 kPa) and the residue is heated for 1 hour in solution in ethanol at 60° C. and then stirred for 6 hours at 25° C. The solution is concentrated to dryness under reduced pressure (2.7 kPa) and the meringue obtained is solidified in isopropyl ether. The pr...